describe an organic reaction: reactants, conditions, products, and yield From a dataset of the Open Reaction Database (ORD), a public repository of structured organic reaction records. The reactants are COc1cccc(N2CCNCC2)n1, O=C(NCC(F)(F)F)C1(CCCCBr)c2ccccc2Oc2ccccc21. Product: COc1cccc(N2CCN(CCCCC3(C(=O)NCC(F)(F)F)c4ccccc4Oc4ccccc43)CC2)n1. Reaction SMILES: [CH3:1][O:2][c:3]1[cH:4][cH:5][cH:6][c:7]([N:9]2[CH2:10][CH2:11][NH:12][CH2:13][CH2:14]2)[n:8]1.[F:15][C:16]([CH2:17][NH:18][C:19](=[O:20])[C:21]1([CH2:35][CH2:36][CH2:37][CH2:38][Br:39])[c:22]2[cH:23][cH:24][cH:25][cH:26][c:27]2[O:28][c:29]2[cH:30][cH:31][cH:32][cH:33][c:34]21)([F:40])[F:41]>>[CH3:1][O:2][c:3]1[cH:4][cH:5][cH:6][c:7]([N:9]2[CH2:10][CH2:11][N:12]([CH2:38][CH2:37][CH2:36][CH2:35][C:21]3([C:19]([NH:18][CH2:17][C:16]([F:15])([F:40])[F:41])=[O:20])[c:22]4[cH:23][cH:24][cH:25][cH:26][c:27]4[O:28][c:29]4[cH:30][cH:31][cH:32][cH:33][c:34]43)[CH2:13][CH2:14]2)[n:8]1.